This data is from the Open Reaction Database (ORD), a public repository of structured organic reaction records. The task is: describe an organic reaction: reactants, conditions, products, and yield Starting materials: CCOC(C)=O, O=C(NCC1CCC(c2ncc3c(Cl)nccn23)CC1)OCc1ccccc1, O=C1CCC(=O)N1I, CN(C)C=O. Yields the product O=C(NCC1CCC(c2nc(I)c3c(Cl)nccn23)CC1)OCc1ccccc1. RXN SMILES: [CH3:42][CH2:43][O:44][C:45]([CH3:46])=[O:47].[Cl:1][c:2]1[c:3]2[n:4]([cH:5][cH:6][n:7]1)[c:8]([CH:11]1[CH2:12][CH2:13][CH:14]([CH2:17][NH:18][C:19]([O:20][CH2:21][c:22]3[cH:23][cH:24][cH:25][cH:26][cH:27]3)=[O:28])[CH2:15][CH2:16]1)[n:9][cH:10]2.[O:29]=[C:30]1[N:31]([I:36])[C:32](=[O:33])[CH2:34][CH2:35]1.[O:37]=[CH:38][N:39]([CH3:40])[CH3:41]>>[Cl:1][c:2]1[c:3]2[n:4]([cH:5][cH:6][n:7]1)[c:8]([CH:11]1[CH2:12][CH2:13][CH:14]([CH2:17][NH:18][C:19]([O:20][CH2:21][c:22]3[cH:23][cH:24][cH:25][cH:26][cH:27]3)=[O:28])[CH2:15][CH2:16]1)[n:9][c:10]2[I:36]. Yields the product C(C)(=O)O.C(C)(=O)O.OC1=C(CNCCNCC2=C(C=CC=C2)O)C=CC=C1 (N,N'-bis-(2-hydroxybenzyl)-ethylenediamine diacetate). Starting materials: C(C=1C(O)=CC=CC1)=O (salicylaldehyde), C(CN)N (ethylenediamine), C(C)(=O)O (acetic acid). Conditions: time 12 hour. Procedure details: 40.8 g of a bisazomethine prepared from 2 moles of salicylaldehyde and 1 mol of ethylenediamine and having a melting point of 127° C. are hydrogenated, at atmospheric pressure in a hydrogenation flask, in 200 ml of glacial acetic acid in the presence of 1.36 g of 10% platinum/charcoal catalyst at 25° C. After 12 hours, the catalyst is filtered off and used to hydrogenate a further 81.6 g of bisazomethine in 400 ml of glacial acetic acid. After 20 hours, the completely hydrogenated solution is se... The reagents and catalysts are [Pt] (platinum/charcoal). Reaction SMILES: [CH:1](=O)[C:2]1[C:3](=[CH:5][CH:6]=[CH:7][CH:8]=1)[OH:4].[CH2:10]([NH2:13])[CH2:11][NH2:12].[C:14]([OH:17])(=[O:16])[CH3:15]>[Pt]>[C:14]([OH:17])(=[O:16])[CH3:15].[C:14]([OH:17])(=[O:16])[CH3:15].[OH:4][C:3]1[CH:5]=[CH:6][CH:7]=[CH:8][C:2]=1[CH2:1][NH:12][CH2:11][CH2:10][NH:13][CH2:5][C:3]1[CH:2]=[CH:8][CH:7]=[CH:15][C:14]=1[OH:17] |f:4.5.6|. Reactants: COC(=O)c1c(Br)csc1N, O=C(O)Cc1cccc2ncccc12. Yields the product COC(=O)c1c(Br)csc1NC(=O)Cc1cccc2ncccc12. RXN SMILES: [NH2:1][c:2]1[s:3][cH:4][c:5]([Br:11])[c:6]1[C:7](=[O:8])[O:9][CH3:10].[n:12]1[cH:13][cH:14][cH:15][c:16]2[c:17]([CH2:22][C:23](=[O:24])[OH:25])[cH:18][cH:19][cH:20][c:21]12>>[NH:1]([c:2]1[s:3][cH:4][c:5]([Br:11])[c:6]1[C:7](=[O:8])[O:9][CH3:10])[C:23]([CH2:22][c:17]1[c:16]2[cH:15][cH:14][cH:13][n:12][c:21]2[cH:20][cH:19][cH:18]1)=[O:24]. The reactants are BrC1(SC=CN1)C(=O)O (2-Bromothiazole carboxylic acid), N1CCNCC1 (piperazine), C(=O)([O-])[O-].[K+].[K+] (K2CO3). Run in O1CCOCC1 (dioxane). Yields the product N1(CCNCC1)C=1SC(=CN1)C(=O)O (2-piperazinyl-thiazole-5-carboxylic acid). As a reaction SMILES: Br[C:2]1(C(O)=O)[NH:6][CH:5]=[CH:4][S:3]1.[NH:10]1[CH2:15][CH2:14][NH:13][CH2:12][CH2:11]1.[C:16]([O-])([O-:18])=[O:17].[K+].[K+]>O1CCOCC1>[N:10]1([C:2]2[S:3][C:4]([C:16]([OH:18])=[O:17])=[CH:5][N:6]=2)[CH2:15][CH2:14][NH:13][CH2:12][CH2:11]1 |f:2.3.4|. Reported procedure: 2-Bromothiazole carboxylic acid 1 (1 g; 4.8 mmol) and piperazine (6.2 g; 72 mmol; 24 equiv.) were dissolved in dioxane, K2CO3 (3.32 g; 24 mmol; 5 equiv.) was added and the suspension was refluxed over night. The solvent was removed at the rotary evaporator, the residue dissolved in ethanol, filtered and recrystallized. The crude product was dried at the oil pump and directly used in the following step. Reactants: CC(C)(C)O, CC=C(C)C, CCOC(C)=O, [O-][Cl+][O-], CC(c1cc2cccc(Cl)c2nc1C=O)N1C(=O)c2ccccc2C1=O, ClCCl, [Na+], O, O=C(O)CC(O)(CC(=O)O)C(=O)O. Product: CC(c1cc2cccc(Cl)c2nc1C(=O)O)N1C(=O)c2ccccc2C1=O. As a reaction SMILES: [C:36]([OH:37])([CH3:38])([CH3:39])[CH3:40].[CH3:31][C:32](=[CH:33][CH3:34])[CH3:35].[CH3:58][CH2:59][O:60][C:61](=[O:62])[CH3:63].[Cl+:27]([O-:28])[O-:29].[Cl:1][c:2]1[cH:3][cH:4][cH:5][c:6]2[cH:7][c:8]([CH:14]([CH3:15])[N:16]3[C:17](=[O:26])[c:18]4[cH:19][cH:20][cH:21][cH:22][c:23]4[C:24]3=[O:25])[c:9]([CH:12]=[O:13])[n:10][c:11]12.[Cl:41][CH2:42][Cl:43].[Na+:30].[OH2:44].[OH:45][C:46]([CH2:47][C:48]([C:49](=[O:50])[OH:51])([CH2:52][C:53](=[O:54])[OH:55])[OH:56])=[O:57]>>[Cl:1][c:2]1[cH:3][cH:4][cH:5][c:6]2[cH:7][c:8]([CH:14]([CH3:15])[N:16]3[C:17](=[O:26])[c:18]4[cH:19][cH:20][cH:21][cH:22][c:23]4[C:24]3=[O:25])[c:9]([C:12](=[O:13])[OH:28])[n:10][c:11]12. The product is FC(C1=CC(=NC=C1)C=C1C(CCC1)=O)(F)F (2-{[4-(Trifluoromethyl)pyridin-2-yl]methylidene}cyclopentan-1-one). RXN SMILES: [F:1][C:2]([F:12])([F:11])[C:3]1[CH:8]=[CH:7][N:6]=[C:5]([CH:9]=O)[CH:4]=1.[C:13]1(N2CCOCC2)[CH2:17][CH2:16][CH2:15][CH:14]=1.Cl.C(=O)(O)[O-:26].[Na+].[OH-].[Na+]>C1(C)C=CC=CC=1.O>[F:1][C:2]([F:12])([F:11])[C:3]1[CH:8]=[CH:7][N:6]=[C:5]([CH:9]=[C:14]2[CH2:15][CH2:16][CH2:17][C:13]2=[O:26])[CH:4]=1 |f:3.4,5.6|. Conditions: time 20 minute. Procedure: A solution of 4-(trifluoromethyl)pyridine-2-carbaldehyde (CAS number 132470-83-8; 1.00 g, 5.71 mmol) and 4-(cyclopent-1-en-1-yl)morpholine (CAS number 936-52-7; 0.90 ml, 5.60 mmol) in toluene (15 ml) was heated at 90° C. for 18 hours. The reaction was then cooled to room temperature and concentrated HCl (2 ml) and water (2 ml) was added drop wise. The reaction was stirred at room temperature for 20 minutes and then neutralised with a saturated solution of sodium bicarbonate and then basified wit... The solvent is O (water), C1(=CC=CC=C1)C (toluene). Reactants: Cl (HCl), C([O-])(O)=O.[Na+] (sodium bicarbonate), [OH-].[Na+] (NaOH), FC(C1=CC(=NC=C1)C=O)(F)F (4-(trifluoromethyl)pyridine-2-carbaldehyde), C1(=CCCC1)N1CCOCC1 (4-(cyclopent-1-en-1-yl)morpholine). Starting materials: CC(C)(C)C(=O)Cl, COc1cccc(C(Oc2cc3cnn(-c4ccc(F)cc4)c3cc2C)C(C)N)c1. Yields the product COc1cccc(C(Oc2cc3cnn(-c4ccc(F)cc4)c3cc2C)C(C)NC(=O)C(C)(C)C)c1. Reaction SMILES: [C:31]([C:32]([CH3:33])([CH3:34])[CH3:35])(=[O:36])[Cl:37].[F:1][c:2]1[cH:3][cH:4][c:5](-[n:8]2[n:9][cH:10][c:11]3[cH:12][c:13]([O:18][CH:19]([CH:20]([CH3:21])[NH2:22])[c:23]4[cH:24][c:25]([O:29][CH3:30])[cH:26][cH:27][cH:28]4)[c:14]([CH3:17])[cH:15][c:16]23)[cH:6][cH:7]1>>[F:1][c:2]1[cH:3][cH:4][c:5](-[n:8]2[n:9][cH:10][c:11]3[cH:12][c:13]([O:18][CH:19]([CH:20]([CH3:21])[NH:22][C:31]([C:32]([CH3:33])([CH3:34])[CH3:35])=[O:36])[c:23]4[cH:24][c:25]([O:29][CH3:30])[cH:26][cH:27][cH:28]4)[c:14]([CH3:17])[cH:15][c:16]23)[cH:6][cH:7]1. Starting materials: COC1=CC=C(C=C1)C(C(C)Br)=O (4′-Methoxy-2-bromopropiophenone), Cl (hydrochloride), [N-]=[N+]=[N-].[Na+] (sodium azide), COC1=CC=C(C=C1)C(C(C)N=[N+]=[N-])=O (4′-methoxy-2-azidopropiophenone). Reagents/catalysts: [Pd] (palladium on carbon). Run in C1CCOC1 (THF), O (water), CCOCC (ether). Run at time 5 hour. The product is Cl.COC1=CC=C(C=C1)C(C(C)N)=O (4′-Methoxy-2-aminopropiophenone hydrochloride). Yield: 100.0%. As a reaction SMILES: COC1C=CC(C(=O)C(Br)C)=CC=1.[N-]=[N+]=[N-].[Na+].[CH3:18][O:19][C:20]1[CH:25]=[CH:24][C:23]([C:26](=[O:32])[CH:27]([N:29]=[N+]=[N-])[CH3:28])=[CH:22][CH:21]=1.[ClH:33]>C1COCC1.O.[Pd].CCOCC>[ClH:33].[CH3:18][O:19][C:20]1[CH:21]=[CH:22][C:23]([C:26](=[O:32])[CH:27]([NH2:29])[CH3:28])=[CH:24][CH:25]=1 |f:1.2,9.10|. Procedure: 4′-Methoxy-2-bromopropiophenone (10 g, 41 mmol.) was dissolved in a mixture of THF (100 mL) and water (20 mL), followed by addition of sodium azide (6.5 g, 0.1 mole). The slurry was vigorously stirred for 5 hours and TLC indicated a completed conversion to 4′-methoxy-2-azidopropiophenone. The aqueous layer was then removed and the organic layer was further diluted with ethanol (200 mL). Concentrated hydrochloride (5 mL, about 60 mmol.) and palladium on carbon (10%, 2 g) were added and hydrogenat... Reactants: COC(C)(Cc1ccccc1Br)OC, [Li]C(C)(C)C, C1CCOC1, CC(C)(C)S(=O)N=Cc1ccc(C(F)(F)F)cc1, O. Product: COC(C)(Cc1ccccc1C(NS(=O)C(C)(C)C)c1ccc(C(F)(F)F)cc1)OC. Reaction SMILES: [Br:1][c:2]1[c:3]([CH2:8][C:9]([CH3:10])([O:11][CH3:12])[O:13][CH3:14])[cH:4][cH:5][cH:6][cH:7]1.[C:15]([Li:16])([CH3:17])([CH3:18])[CH3:19].[CH2:39]1[O:40][CH2:41][CH2:42][CH2:43]1.[F:20][C:21]([c:22]1[cH:23][cH:24][c:25]([CH:26]=[N:27][S:28](=[O:29])[C:30]([CH3:31])([CH3:32])[CH3:33])[cH:34][cH:35]1)([F:36])[F:37].[OH2:38]>>[c:2]1([CH:26]([c:25]2[cH:24][cH:23][c:22]([C:21]([F:20])([F:36])[F:37])[cH:35][cH:34]2)[NH:27][S:28](=[O:29])[C:30]([CH3:31])([CH3:32])[CH3:33])[c:3]([CH2:8][C:9]([CH3:10])([O:11][CH3:12])[O:13][CH3:14])[cH:4][cH:5][cH:6][cH:7]1. Reactants: COc1ccc(Br)c2cc(COC3CCNCC3)oc12, C=O, O=CO, [Na+], [OH-], O. Product: COc1ccc(Br)c2cc(COC3CCN(C)CC3)oc12. As a reaction SMILES: [Br:1][c:2]1[cH:3][cH:4][c:5]([O:19][CH3:20])[c:6]2[c:7]1[cH:8][c:9]([CH2:11][O:12][CH:13]1[CH2:14][CH2:15][NH:16][CH2:17][CH2:18]1)[o:10]2.[CH2:24]=[O:25].[CH:21]([OH:22])=[O:23].[Na+:27].[OH-:26].[OH2:28]>>[Br:1][c:2]1[cH:3][cH:4][c:5]([O:19][CH3:20])[c:6]2[c:7]1[cH:8][c:9]([CH2:11][O:12][CH:13]1[CH2:14][CH2:15][N:16]([CH3:21])[CH2:17][CH2:18]1)[o:10]2.